Dataset: the Open Reaction Database (ORD), a public repository of structured organic reaction records. Task: describe an organic reaction: reactants, conditions, products, and yield The reactants are FC1(CCC(CC1)C1=C(C(=NC=2CC(CC(C12)OCC1=CC=C(C=C1)OC)(C)C)C1CCN(CC1)C1=NC=C(C=N1)CO)C(C1=CC=C(C=C1)C(F)(F)F)F)F (4-(4,4-Difluorocyclohexyl)-3-{fluoro[4-(trifluoromethyl)phenyl]methyl}-2[1-[5-(hydroxymethyl)pyrimidin-2-yl]piperidin-4-yl]-5-[(4-methoxybenzyl)oxy]-7,7-dimethyl-5,6,7,8-tetrahydroquinoline). The solvent is C(C(C)C)O (isobutanol). The product is FC1(CCC(CC1)C1=C(C(=NC=2CC(CC(C12)OCC1=CC=C(C=C1)OC)(C)C)C1CCN(CC1)C1=NC=C(C=N1)COCC(C)C)C(C1=CC=C(C=C1)C(F)(F)F)F)F (4-(4,4-Difluorocyclohexyl)-3-{fluoro[4-(trifluoromethyl)phenyl]methyl}-5-[(4-methoxybenzyl)oxy]-7,7-dimethyl-2-(1-{5-[(2-methylpropoxy)methyl]pyrimidin-2-yl}piperidin-4-yl)-5,6,7,8-tetrahydroquinoline), foam. Yield: 70.0%. RXN SMILES: [F:1][C:2]1([F:56])[CH2:7][CH2:6][CH:5]([C:8]2[C:17]3[CH:16]([O:18][CH2:19][C:20]4[CH:25]=[CH:24][C:23]([O:26][CH3:27])=[CH:22][CH:21]=4)[CH2:15][C:14]([CH3:29])([CH3:28])[CH2:13][C:12]=3[N:11]=[C:10]([CH:30]3[CH2:35][CH2:34][N:33]([C:36]4[N:41]=[CH:40][C:39]([CH2:42][OH:43])=[CH:38][N:37]=4)[CH2:32][CH2:31]3)[C:9]=2[CH:44]([F:55])[C:45]2[CH:50]=[CH:49][C:48]([C:51]([F:54])([F:53])[F:52])=[CH:47][CH:46]=2)[CH2:4][CH2:3]1>C(O)C(C)C>[F:56][C:2]1([F:1])[CH2:7][CH2:6][CH:5]([C:8]2[C:17]3[CH:16]([O:18][CH2:19][C:20]4[CH:21]=[CH:22][C:23]([O:26][CH3:27])=[CH:24][CH:25]=4)[CH2:15][C:14]([CH3:28])([CH3:29])[CH2:13][C:12]=3[N:11]=[C:10]([CH:30]3[CH2:31][CH2:32][N:33]([C:36]4[N:41]=[CH:40][C:39]([CH2:42][O:43][CH2:4][CH:5]([CH3:8])[CH3:6])=[CH:38][N:37]=4)[CH2:34][CH2:35]3)[C:9]=2[CH:44]([F:55])[C:45]2[CH:46]=[CH:47][C:48]([C:51]([F:53])([F:52])[F:54])=[CH:49][CH:50]=2)[CH2:4][CH2:3]1. Procedure details: Reactions similar to those of Reference Example 21 were performed except for using isobutanol instead of ethanol, and from 78 mg (0.10 mmol) of 4-(4,4-Difluorocyclohexyl)-3-{fluoro[4-(trifluoromethyl)phenyl]methyl}-2[1-[5-(hydroxymethyl)pyrimidin-2-yl]piperidin-4-yl]-5-[(4-methoxybenzyl)oxy]-7,7-dimethyl-5,6,7,8-tetrahydroquinoline, which was prepared by a method similar to that of Reference Example 17, 59 mg of the title compound was obtained as a foam (yield: 70%). The reactants are CO (methanol), N (ammonia), COC=1C=C2C(N(C=NC2=CC1OCCCN1CCOCC1)COC(C(C)(C)C)=O)=O (6-Methoxy-7-(3-morpholinopropoxy)-3-pivaloyloxymethyl-3,4-dihydroquinazolin-4-one). Run in C(Cl)Cl (methylene chloride). Reaction conditions: time 48 hour. Yields the product COC=1C=C2C(NC=NC2=CC1OCCCN1CCOCC1)=O (6-methoxy-7-(3-morpholinopropoxy)-3,4-dihydroquinazolin-4-one). RXN SMILES: [CH3:1][O:2][C:3]1[CH:4]=[C:5]2[C:10](=[CH:11][C:12]=1[O:13][CH2:14][CH2:15][CH2:16][N:17]1[CH2:22][CH2:21][O:20][CH2:19][CH2:18]1)[N:9]=[CH:8][N:7](COC(=O)C(C)(C)C)[C:6]2=[O:31].CO.N>C(Cl)Cl>[CH3:1][O:2][C:3]1[CH:4]=[C:5]2[C:10](=[CH:11][C:12]=1[O:13][CH2:14][CH2:15][CH2:16][N:17]1[CH2:22][CH2:21][O:20][CH2:19][CH2:18]1)[N:9]=[CH:8][NH:7][C:6]2=[O:31]. Reported procedure: 6-Methoxy-7-(3-morpholinopropoxy)-3-pivaloyloxymethyl-3,4-dihydroquinazolin-4-one (1.85 g) was stirred in methylene chloride (20 ml) and methanol (20 ml) and methanolic ammonia (2M, 100 ml) was added. The reaction was stirred at ambient temperature for 48 hours, evaporated to dryness, and then stirred in diethyl ether for 1 hour. The reaction mixture was filtered affording 6-methoxy-7-(3-morpholinopropoxy)-3,4-dihydroquinazolin-4-one as a solid, (1.22 g, 90%); NMR: 1.9 (m, 2H), 2.4 (broad m, 6H)... The reactants are C(C1=CC=CC=C1)SC=1C=CC(=C(C=O)C1)NC1=CC(=C(C=C1OC)C1=CC(=C(C=C1)Cl)C)F (5-(benzylthio)-2-((4′-chloro-2-fluoro-5-methoxy-3′-methyl-[1,1′-biphenyl]-4-yl)amino)benzaldehyde), COCC(=O)OC (methyl methoxyacetate), CO (MeOH), C[O-].[Na+] (sodium methoxide). Solvent: C1(=CC=CC=C1)C (toluene), C(Cl)Cl (DCM), CCOC(=O)C (EtOAc), CCOC(=O)C (EtOAc). Run at temperature 70 celsius. Yields the product C(C1=CC=CC=C1)SC=1C=C2C=C(C(N(C2=CC1)C1=CC(=C(C=C1OC)C1=CC(=C(C=C1)Cl)C)F)=O)OC (6-(benzylthio)-1-(4′-chloro-2-fluoro-5-methoxy-3′-methyl-[1,1′-biphenyl]-4-yl)-3-methoxyquinolin-2(1H)-one). Isolated yield 45.7%. As a reaction SMILES: [CH2:1]([S:8][C:9]1[CH:10]=[CH:11][C:12]([NH:17][C:18]2[C:23]([O:24][CH3:25])=[CH:22][C:21]([C:26]3[CH:31]=[CH:30][C:29]([Cl:32])=[C:28]([CH3:33])[CH:27]=3)=[C:20]([F:34])[CH:19]=2)=[C:13]([CH:16]=1)[CH:14]=O)[C:2]1[CH:7]=[CH:6][CH:5]=[CH:4][CH:3]=1.CO.C[O-].[Na+].C[O:41][CH2:42][C:43]([O:45][CH3:46])=O>C(Cl)Cl.CCOC(C)=O.C1(C)C=CC=CC=1>[CH2:1]([S:8][C:9]1[CH:16]=[C:13]2[C:12](=[CH:11][CH:10]=1)[N:17]([C:18]1[C:23]([O:24][CH3:25])=[CH:22][C:21]([C:26]3[CH:31]=[CH:30][C:29]([Cl:32])=[C:28]([CH3:33])[CH:27]=3)=[C:20]([F:34])[CH:19]=1)[C:42](=[O:41])[C:43]([O:45][CH3:46])=[CH:14]2)[C:2]1[CH:7]=[CH:6][CH:5]=[CH:4][CH:3]=1 |f:2.3|. Procedure: A flask was charged with 5-(benzylthio)-2-((4′-chloro-2-fluoro-5-methoxy-3′-methyl-[1,1′-biphenyl]-4-yl)amino)benzaldehyde (0.809 g, 1.644 mmol) and a MeOH solution of sodium methoxide (16.44 ml, 8.22 mmol) was added. Then methyl methoxyacetate (0.489 ml, 4.93 mmol) followed by toluene (1.644 ml) were added. A reflux condenser was attached and the mixture was heated at 70° C. for 48 h. The resulting solution was concentrated for purification by MPLC (Biotage Isolera). The crude residue was taken... Procedure: In the manner described in Example 1, (E)-2-[2-(2-bromo-4,6-dimethylphenyl)ethenyl]-5,5-dimethyl-1,3-dioxane was reacted with benzaldehyde to obtain (E)-2-[2-(5,5-dimethyl-1,3-dioxan-2-yl)ethenyl]3,5-dimethyl-α-phenylbenzenemethanol as a clear foam (271 mg, 81%): IR (film) 3420, 2940, 2840, 1660 and 1605 cm-1 ; NMR (DMSO-d6) δ 0.72 (3H, s), 1.14 (3H, s), 2.20 (3H, s), 2.24 (3H, s), 3.56 (2H, d, J=12 Hz), 3.64 (2H, d, J=12 Hz), 5.08 (1H, d, J=5 Hz), 5.64 (1H, dd, J=5, 15 Hz), 5.74 (1H, d, J=3 Hz,... Reactants: BrC1=C(C(=CC(=C1)C)C)/C=C/C1OCC(CO1)(C)C ((E)-2-[2-(2-bromo-4,6-dimethylphenyl)ethenyl]-5,5-dimethyl-1,3-dioxane), C(C1=CC=CC=C1)=O (benzaldehyde). The product is CC1(COC(OC1)/C=C/C1=C(C=C(C=C1C)C)C(O)C1=CC=CC=C1)C ((E)-2-[2-(5,5-dimethyl-1,3-dioxan-2-yl)ethenyl]3,5-dimethyl-α-phenylbenzenemethanol). RXN SMILES: Br[C:2]1[CH:7]=[C:6]([CH3:8])[CH:5]=[C:4]([CH3:9])[C:3]=1/[CH:10]=[CH:11]/[CH:12]1[O:17][CH2:16][C:15]([CH3:19])([CH3:18])[CH2:14][O:13]1.[CH:20](=[O:27])[C:21]1[CH:26]=[CH:25][CH:24]=[CH:23][CH:22]=1>>[CH3:18][C:15]1([CH3:19])[CH2:16][O:17][CH:12](/[CH:11]=[CH:10]/[C:3]2[C:4]([CH3:9])=[CH:5][C:6]([CH3:8])=[CH:7][C:2]=2[CH:20]([C:21]2[CH:26]=[CH:25][CH:24]=[CH:23][CH:22]=2)[OH:27])[O:13][CH2:14]1. The yield is 81.0%.